This data is from the Open Reaction Database (ORD), a public repository of structured organic reaction records. The task is: describe an organic reaction: reactants, conditions, products, and yield Reactants: OCCCS(=O)(=O)C1=C(C=C(C=C1)S(=O)(=O)N)[N+](=O)[O-] (4-(3-hydroxypropylsulfonyl)-3-nitrobenzenesulfonamide), Cl (HCl). The reagents and catalysts are [Fe] (iron). Solvent: O (water), C(C)O (ethanol). Product: OCCCS(=O)(=O)C1=C(C=C(C=C1)S(=O)(=O)N)N (4-(3-hydroxypropylsulfonyl)-3-aminobenzenesulfonamide). As a reaction SMILES: [OH:1][CH2:2][CH2:3][CH2:4][S:5]([C:8]1[CH:13]=[CH:12][C:11]([S:14]([NH2:17])(=[O:16])=[O:15])=[CH:10][C:9]=1[N+:18]([O-])=O)(=[O:7])=[O:6].Cl>O.C(O)C.[Fe]>[OH:1][CH2:2][CH2:3][CH2:4][S:5]([C:8]1[CH:13]=[CH:12][C:11]([S:14]([NH2:17])(=[O:15])=[O:16])=[CH:10][C:9]=1[NH2:18])(=[O:6])=[O:7]. Procedure details: A mixture of 4-(3-hydroxypropylsulfonyl)-3-nitrobenzenesulfonamide (4.0 g, 0.012 mol), iron powder (11 g), and 12M HCl (0.6 ml) in 10 ml water and 40 ml ethanol was refluxed on a steam bath for about 2 hours. The reaction mixture was filtered hot, and the solvent evaporated. The residue was taken up in ethyl acetate, washed with water, saturated sodium bicarbonate, water, then brine. After drying, evaporation of solvent left a residue that quickly crystallized. The solid was washed with water an... Starting materials: Br, O=C([O-])[O-], [Cs+], [Cs+], Cc1ccc(S(=O)(=O)OCF)cc1, Nc1ccn2cc(-c3cccc(O)c3)nc2n1, CN(C)C=O, O. Yields the product Nc1ccn2cc(-c3cccc(OCF)c3)nc2n1. As a reaction SMILES: [BrH:1].[C:32](=[O:33])([O-:34])[O-:35].[Cs+:36].[Cs+:37].[F:19][CH2:20][O:21][S:22]([c:23]1[cH:24][cH:25][c:26]([CH3:27])[cH:28][cH:29]1)(=[O:30])=[O:31].[NH2:2][c:3]1[n:4][c:5]2[n:6]([cH:7][cH:8]1)[cH:9][c:10](-[c:12]1[cH:13][c:14]([OH:18])[cH:15][cH:16][cH:17]1)[n:11]2.[O:38]=[CH:39][N:40]([CH3:41])[CH3:42].[OH2:43]>>[NH2:2][c:3]1[n:4][c:5]2[n:6]([cH:7][cH:8]1)[cH:9][c:10](-[c:12]1[cH:13][c:14]([O:18][CH2:20][F:19])[cH:15][cH:16][cH:17]1)[n:11]2.